Dataset: the Open Reaction Database (ORD), a public repository of structured organic reaction records. Task: describe an organic reaction: reactants, conditions, products, and yield Starting materials: FC1=CC=C(C=N1)C=O (6-fluoro-pyridine-3-carbaldehyde), C(CO)O (ethylene glycol), C1CCOC1 (THF). Reagents/catalysts: O.O.[Cu](Cl)Cl (copper (II) chloride di-hydrate). Solvent: C(Cl)(Cl)Cl.C(C)(C)O (chloroform isopropanol). Reaction conditions: temperature 100 celsius. Yields the product O1C(OCC1)C=1C=CC(=NC1)F (5-[1,3]Dioxolan-2-yl-2-fluoro-pyridine). Isolated yield 38.8%. As a reaction SMILES: [F:1][C:2]1[N:7]=[CH:6][C:5]([CH:8]=[O:9])=[CH:4][CH:3]=1.[CH2:10](O)[CH2:11][OH:12].C1COCC1>C(Cl)(Cl)Cl.C(O)(C)C.O.O.[Cu](Cl)Cl>[O:9]1[CH2:10][CH2:11][O:12][CH:8]1[C:5]1[CH:4]=[CH:3][C:2]([F:1])=[N:7][CH:6]=1 |f:3.4,5.6.7|. Procedure details: In a pressure vessel, combine 6-fluoro-pyridine-3-carbaldehyde (4 g, 32 mmol), ethylene glycol (3 g, 48 mmol), copper (II) chloride di-hydrate (0.56 g, 3.2 mmol) and THF (10 mL). Heat the mixture at 100° C. for 1 hour. Dilute the mixture with chloroform-isopropanol (3:1, 100 mL). Wash the organic phase with saturated aqueous sodium chloride and water. Dry the organic layer over sodium sulfate. Concentrate the solution in vacuo to brown oil. Purify by column chromatography (20% ethyl acetate in h... The reactants are C1(=CC=CC=C1)C1=CC=CC=C1 (Biphenyl), Cl (HCl), [Cl-].[Cl-].[Cl-].[Al+3] (Aluminum trichloride), ClCC(Cl)(Cl)Cl (tetrachloroethane), ClCC(Cl)(Cl)Cl (tetrachloroethane), COC1=CC=C(C=C1)CC(=O)Cl ((4-Methoxy-phenyl)-acetyl chloride). The solvent is C1CCCCC1 (CycloHexane), O (water), C(Cl)Cl (DCM). Yields the product C1(=CC=C(C=C1)C(CC1=CC=C(C=C1)OC)=O)C1=CC=CC=C1 (1-Biphenyl-4-yl-2-(4-methoxy-phenyl)-ethanone). Reaction SMILES: [C:1]1([C:7]2[CH:12]=[CH:11][CH:10]=[CH:9][CH:8]=2)[CH:6]=[CH:5][CH:4]=[CH:3][CH:2]=1.[Cl-].[Cl-].[Cl-].[Al+3].ClCC(Cl)(Cl)Cl.[CH3:23][O:24][C:25]1[CH:30]=[CH:29][C:28]([CH2:31][C:32](Cl)=[O:33])=[CH:27][CH:26]=1.Cl>C(Cl)Cl.C1CCCCC1.O>[C:1]1([C:7]2[CH:8]=[CH:9][CH:10]=[CH:11][CH:12]=2)[CH:6]=[CH:5][C:4]([C:32](=[O:33])[CH2:31][C:28]2[CH:29]=[CH:30][C:25]([O:24][CH3:23])=[CH:26][CH:27]=2)=[CH:3][CH:2]=1 |f:1.2.3.4|. Procedure: KY-560 In a round bottom flask equipped with gas inlet and magnetic stirrer were placed Biphenyl (2.1 gr, 13.65 mmol), Aluminum trichloride (1.5 gr, 11.25 mmol), and 150 ml of tetrachloroethane (TCM). While the TCM solution was stirring, a solution of 25 ml of tetrachloroethane and 0.830 ml of (4-Methoxy-phenyl)-acetyl chloride (5.5 mmol) was dropwise over five minutes by syringe. The reaction mixture was stirred 3-4 h. 150 ml of water and 5 ml of HCl were slowly added. The layers were separated... Starting materials: [N+](=O)([O-])C=1C=CC2=C([C@@H]3[C@H]([C@](O2)(C(OC)OC)C)O3)C1 ((2S,3R,4R)-6-nitro-2-methyl-2-dimethoxymethyl-3,4-epoxy-3,4-dihydro-2H-1-benzopyran), CC1=C(C=CC(=C1)C)NCC=1N=NN(N1)C (N-(2,4-dimethylphenyl)-N-(2-methyl-2H-tetrazol-5-ylmethyl)amine). Product: [N+](=O)([O-])C=1C=CC2=C([C@@H]([C@H]([C@](O2)(C(OC)OC)C)O)N(CC=2N=NN(N2)C)C2=C(C=C(C=C2)C)C)C1 ((2S,3R,4S)-6-nitro-4-[N-(2,4-dimethylphenyl)-N-(2-methyl-2H-tetrazol-5-ylmethyl)amino]-3-hydroxy-2-methyl-2-dimethoxymethyl-3,4-dihydro-2H-1-benzopyran). Isolated yield 57.0%. As a reaction SMILES: [N+:1]([C:4]1[CH:5]=[CH:6][C:7]2[O:12][C@:11]([CH3:18])([CH:13]([O:16][CH3:17])[O:14][CH3:15])[C@@H:10]3[O:19][C@@H:9]3[C:8]=2[CH:20]=1)([O-:3])=[O:2].[CH3:21][C:22]1[CH:27]=[C:26]([CH3:28])[CH:25]=[CH:24][C:23]=1[NH:29][CH2:30][C:31]1[N:32]=[N:33][N:34]([CH3:36])[N:35]=1>>[N+:1]([C:4]1[CH:5]=[CH:6][C:7]2[O:12][C@:11]([CH3:18])([CH:13]([O:16][CH3:17])[O:14][CH3:15])[C@H:10]([OH:19])[C@@H:9]([N:29]([C:23]3[CH:24]=[CH:25][C:26]([CH3:28])=[CH:27][C:22]=3[CH3:21])[CH2:30][C:31]3[N:32]=[N:33][N:34]([CH3:36])[N:35]=3)[C:8]=2[CH:20]=1)([O-:3])=[O:2]. Procedure: The same procedure as step 3 of example 1 was accomplished, except for using the epoxide compound (250 mg, 0.89 mmol) obtained in step 1 of example 2 and N-(2,4-dimethylphenyl)-N-(2-methyl-2H-tetrazol-5-ylmethyl)amine. The crude product was purified by silica gel column chromatography (developing solvent-n-hexane:ethyl acetate=2:1), to give desired compound (256 mg, yield: 57%). Reactants: C1(=CC=CC=C1)S(=O)(=O)N1C=C(C=2C1=NC=C(C2)Br)C#N (1-Benzenesulfonyl-5-bromo-1H-pyrrolo[2,3-b]pyridine-3-carbonitrile), FC1=C(C=CC=C1)B(O)O (2-fluorophenylboronic acid), [Li+].[Cl-] (LiCl), C(=O)([O-])[O-].[Na+].[Na+] (Na2CO3). The reagents and catalysts are Cl[Pd]([P](C1=CC=CC=C1)(C2=CC=CC=C2)C3=CC=CC=C3)([P](C4=CC=CC=C4)(C5=CC=CC=C5)C6=CC=CC=C6)Cl (PdCl2(PPh3)2). Run in C1(=CC=CC=C1)C (toluene), CCO (EtOH). Product: FC1=C(C=CC=C1)C=1C=C2C(=NC1)NC=C2C#N (5-(2-Fluoro-phenyl)-1H-pyrrolo[2,3-b]pyridine-3-carbonitrile). Isolated yield 37.9%. RXN SMILES: C1(S([N:10]2[C:14]3=[N:15][CH:16]=[C:17](Br)[CH:18]=[C:13]3[C:12]([C:20]#[N:21])=[CH:11]2)(=O)=O)C=CC=CC=1.[F:22][C:23]1[CH:28]=[CH:27][CH:26]=[CH:25][C:24]=1B(O)O.[Li+].[Cl-].C([O-])([O-])=O.[Na+].[Na+]>Cl[Pd](Cl)([P](C1C=CC=CC=1)(C1C=CC=CC=1)C1C=CC=CC=1)[P](C1C=CC=CC=1)(C1C=CC=CC=1)C1C=CC=CC=1.C1(C)C=CC=CC=1.CCO>[F:22][C:23]1[CH:28]=[CH:27][CH:26]=[CH:25][C:24]=1[C:17]1[CH:18]=[C:13]2[C:12]([C:20]#[N:21])=[CH:11][NH:10][C:14]2=[N:15][CH:16]=1 |f:2.3,4.5.6,^1:42,61|. Procedure: Compound 10 was synthesized according to the procedure used for the preparation of 9 using 8 (40.0 mg, 0.11 mmol), 2-fluorophenylboronic acid (23.2 mg, 0.11 mmol), PdCl2(PPh3)2 (7.8 mg, 0.011 mmol), LiCl (14.0 mg, 0.33 mmol), 1M Na2CO3 (276 mL), EtOH (0.66 mL) and toluene (0.66 mL) with refluxing for 1 h. Obtained 10 (9.9 mg, 38%) as a white solid; 1H NMR (400 MHz, CDCl3+4 drops d4-MeOH) δ 8.54 (t, J=1.9 Hz, 1H), 8.25 (dd, J=2.0, 1.3 Hz, 1H), 7.89 (s, 1H), 7.46 (dt, J=7.7, 1.8 Hz, 1H), 7.37 (m, ... The reactants are BrC1=CC=C(C=C1)N1N=C(N=C1)O (1-(4-bromophenyl)-3-hydroxy-1,2,4-1H-triazole), ice water, [Na] (sodium), BrC(C(=O)OCC)C (ethyl 2-bromopropionate). Run in CS(=O)C (dimethylsulfoxide), C(C)O (ethanol). Yields the product BrC1=CC=C(C=C1)N1N=C(N=C1)OC(C)C(=O)OCC (1-(4-bromophenyl)-3-(1-ethoxycarbonylethoxy)-1,2,4-1H-triazole). Isolated yield 48.0%. RXN SMILES: [Na].[Br:2][C:3]1[CH:8]=[CH:7][C:6]([N:9]2[CH:13]=[N:12][C:11]([OH:14])=[N:10]2)=[CH:5][CH:4]=1.Br[CH:16]([CH3:22])[C:17]([O:19][CH2:20][CH3:21])=[O:18]>C(O)C.CS(C)=O>[Br:2][C:3]1[CH:4]=[CH:5][C:6]([N:9]2[CH:13]=[N:12][C:11]([O:14][CH:16]([C:17]([O:19][CH2:20][CH3:21])=[O:18])[CH3:22])=[N:10]2)=[CH:7][CH:8]=1 |^1:0|. Reported procedure: A 3.9 g portion of sodium was dissolved in 50 ml of ethanol and was added to a solution of 41 g of 1-(4-bromophenyl)-3-hydroxy-1,2,4-1H-triazole in 150 ml of dimethylsulfoxide. The mixture was heated at 60° for 45 minutes, and then 30.9 g of ethyl 2-bromopropionate was added. The mixture was heated for 2 hours more, and was then cooled and poured over ice-water. The solid was collected and dried, and was recrystallized from toluene. The mother liquor was concentrated under vacuum, and the residu...